From a dataset of the Open Reaction Database (ORD), a public repository of structured organic reaction records. describe an organic reaction: reactants, conditions, products, and yield Reactants: C(C1=CC=CC=C1)O (benzyl alcohol), C1(CCCCC1)N=C=NC1CCCCC1 (1,3-dicyclohexylcarbodiimide), OC1=C(C(N(C(=C1)C)CC(=O)O)=O)[N+](=O)[O-] (4-hydroxy-6-methyl-3-nitro-2-oxo-1,2-dihydropyridine-1-acetic acid). Run in ClCCl (dichloromethane), ClCCl (dichloromethane), ClCCl (dichloromethane). Run at time 3 hour. Yields the product OC1=C(C(N(C(=C1)C)CC(=O)OCC1=CC=CC=C1)=O)[N+](=O)[O-] (Phenylmethyl 4-hydroxy-6-methyl-3-nitro-2-oxo-1,2-dihydropyridine-1-acetate). Yield: 81.8%. RXN SMILES: [OH:1][C:2]1[CH:7]=[C:6]([CH3:8])[N:5]([CH2:9][C:10]([OH:12])=[O:11])[C:4](=[O:13])[C:3]=1[N+:14]([O-:16])=[O:15].[CH2:17](O)[C:18]1[CH:23]=[CH:22][CH:21]=[CH:20][CH:19]=1.C1(N=C=NC2CCCCC2)CCCCC1>ClCCl>[OH:1][C:2]1[CH:7]=[C:6]([CH3:8])[N:5]([CH2:9][C:10]([O:12][CH2:17][C:18]2[CH:23]=[CH:22][CH:21]=[CH:20][CH:19]=2)=[O:11])[C:4](=[O:13])[C:3]=1[N+:14]([O-:16])=[O:15]. Procedure: 0.5 g (2.19 mmol) of 4-hydroxy-6-methyl-3-nitro-2-oxo-1,2-dihydropyridine-1-acetic acid is suspended in 5 ml of dichloromethane, 250 μgl (2.41 mmol) of benzyl alcohol and 0.5 g (2.45 mmol) of 1,3-dicyclohexylcarbodiimide in solution in 5 ml of dichloromethane are added. The mixture is kept stirred for 3 hours at room temperature, it is diluted with 20 ml of dichloromethane, filtered and evaporated. The residue is recrystallized from ethanol. 0.57 g of product is obtained. Reactants: COC(=O)C=1SC(=CC1[N+](=O)[O-])C#CC1CC1 (5-cyclopropylethynyl-3-nitrothiophene-2-carboxylic acid methyl ester). Run in CO (methanol). RXN SMILES: [CH3:1][O:2][C:3]([C:5]1[S:6][C:7]([C:13]#[C:14][CH:15]2[CH2:17][CH2:16]2)=[CH:8][C:9]=1[N+:10]([O-])=O)=[O:4]>CO.[Pd]>[CH3:1][O:2][C:3]([C:5]1[S:6][C:7]([CH2:13][CH2:14][CH:15]2[CH2:16][CH2:17]2)=[CH:8][C:9]=1[NH2:10])=[O:4]. Run at time 5 hour. Yields the product COC(=O)C=1SC(=CC1N)CCC1CC1 (3-Amino-5-(2-cyclopropylethyl)thiophene-2-carboxylic acid methyl ester). Procedure: A suspension of 5-cyclopropylethynyl-3-nitrothiophene-2-carboxylic acid methyl ester (1.0 g) and palladium (5% on carbon) (170 mg) in methanol (50 mL) was vigorously stirred under an atmosphere of hydrogen at atmospheric pressure for 5 h. The catalyst was then filtered off through kieselguhr, and the solvent was removed in vacuo. The product with the molecular weight of 225.31 (C11H15NO2S) was obtained in this way; MS (ESI): 226 (M+H+). Reagents/catalysts: [Pd] (palladium).